This data is from the Open Reaction Database (ORD), a public repository of structured organic reaction records. The task is: describe an organic reaction: reactants, conditions, products, and yield Reactants: COC1=CC(=C(N)C=C1OC)[N+](=O)[O-] (4,5-dimethoxy-2-nitroaniline), [As](O)(O)(O)=O (arsenic acid), P(O)(O)(O)=O (phosphoric acid), C(=C)C(=O)C (methyl vinyl ketone), ketone, C (charcoal). The solvent is ice water. Yields the product COC1=C2C(=CC=NC2=C(C=C1OC)[N+](=O)[O-])C (5,6-Dimethoxy-4-methyl-8-nitroquinoline). Isolated yield 26.2%. Reaction SMILES: [CH3:1][O:2][C:3]1[C:9]([O:10][CH3:11])=[CH:8][C:6]([NH2:7])=[C:5]([N+:12]([O-:14])=[O:13])[CH:4]=1.[As](=O)(O)(O)O.P(=O)(O)(O)O.[CH:25]([C:27]([CH3:29])=O)=[CH2:26].C>>[CH3:11][O:10][C:9]1[C:3]([O:2][CH3:1])=[CH:4][C:5]([N+:12]([O-:14])=[O:13])=[C:6]2[C:8]=1[C:27]([CH3:29])=[CH:25][CH:26]=[N:7]2. Procedure: A mixture of 4,5-dimethoxy-2-nitroaniline (3.96 g, 0.02 mol), arsenic acid (5.68 g, 0.04 mol) and 85% phosphoric acid (20 mL) was placed in a three-neck flask fitted with a thermometer and a dropping funnel. The reaction mixture was warmed to 100° (internal) with stirring and methyl vinyl ketone (2.1 g, 0.03 mol) was added at such a rate that the temperature was maintained at 100°±2°. After all the ketone was added, the mixture was stirred at 100° for an additional 30 min. The dark solution was ... Reactants: CC(c1ccc(-c2ccc(F)cc2F)cc1)N1CCC(CCOS(C)(=O)=O)(c2ccc(F)cc2)OC1=O, CO, NCCO. Product: CC(c1ccc(-c2ccc(F)cc2F)cc1)N1CCC(CCNCCO)(c2ccc(F)cc2)OC1=O. As a reaction SMILES: [CH3:1][S:2]([O:3][CH2:6][CH2:7][C:8]1([c:31]2[cH:32][cH:33][c:34]([F:37])[cH:35][cH:36]2)[CH2:9][CH2:10][N:11]([CH:15]([CH3:16])[c:17]2[cH:18][cH:19][c:20](-[c:23]3[c:24]([F:30])[cH:25][c:26]([F:29])[cH:27][cH:28]3)[cH:21][cH:22]2)[C:12](=[O:14])[O:13]1)(=[O:4])=[O:5].[CH3:42][OH:43].[NH2:38][CH2:39][CH2:40][OH:41]>>[CH2:6]([CH2:7][C:8]1([c:31]2[cH:32][cH:33][c:34]([F:37])[cH:35][cH:36]2)[CH2:9][CH2:10][N:11]([CH:15]([CH3:16])[c:17]2[cH:18][cH:19][c:20](-[c:23]3[c:24]([F:30])[cH:25][c:26]([F:29])[cH:27][cH:28]3)[cH:21][cH:22]2)[C:12](=[O:14])[O:13]1)[NH:38][CH2:39][CH2:40][OH:41]. Reactants: 17.3, C1(=CC=CC=C1)N1C(C=CC1=O)=O (N-phenyl maleic imide), CNC(=O)NC (N,N'-dimethyl urea), C1(=CC=CC=C1O)C (cresol). The product is CN1C(=O)N(C(=O)C1=CC(=O)NC1=CC=CC=C1)C (1,3-dimethyl-5-(phenylaminocarbonyl-methylene)-hydantoin). As a reaction SMILES: [C:1]1([N:7]2[C:11](=[O:12])[CH:10]=[CH:9][C:8]2=[O:13])[CH:6]=[CH:5][CH:4]=[CH:3][CH:2]=1.[CH3:14][NH:15][C:16]([NH:18][CH3:19])=[O:17].C1(C)C(O)=CC=CC=1>>[CH3:14][N:15]1[C:9](=[CH:10][C:11]([NH:7][C:1]2[CH:2]=[CH:3][CH:4]=[CH:5][CH:6]=2)=[O:12])[C:8](=[O:13])[N:18]([CH3:19])[C:16]1=[O:17]. Reported procedure: A solution of 17.3 parts of N-phenyl maleic imide and 8.8 parts of N,N'-dimethyl urea in 100 parts of cresol is stirred for three hours at 190° C. The solvent is distilled off in vacuo and the residue fractionated. The oily liquid which distills at a boiling point of 220° C./0.1 Torr solidifies after a while and may be recrystallised from n-propanol (Mp. 114°-115° C.). IR and NMR-spectra confirm the assumed compound. The reactants are P(=O)(Cl)(Cl)Cl (phosphorus oxychloride), C(C)N(C(N[C@@H]1CN([C@@H]2CC3=CNC4=CC=C(C([C@H]2C1)=C34)C(=O)N)C)=O)CC ([8α-(3,3-diethylureido)-6-methylergolin-12-yl]carboxylic acid amide), [OH-].[K+] (potassium hydroxide). The solvent is C(Cl)(Cl)Cl (chloroform). Reaction conditions: temperature 55 celsius, time 16 hour. Product: C(#N)C1=CC=C2NC=C3C[C@H]4N(C[C@H](C[C@@H]4C1=C32)NC(N(CC)CC)=O)C (3-(12-Cyano-6-methyl-8α-ergolinyl)-1,1-diethylurea). The yield is 43.0%. As a reaction SMILES: [CH2:1]([N:3]([CH2:27][CH3:28])[C:4](=[O:26])[NH:5][C@H:6]1[CH2:20][C@H:19]2[C@@H:9]([CH2:10][C:11]3[C:21]4[C:14](=[CH:15][CH:16]=[C:17]([C:22]([NH2:24])=O)[C:18]2=4)[NH:13][CH:12]=3)[N:8]([CH3:25])[CH2:7]1)[CH3:2].P(Cl)(Cl)(Cl)=O.[OH-].[K+]>C(Cl)(Cl)Cl>[C:22]([C:17]1[C:18]2=[C:21]3[C:14]([NH:13][CH:12]=[C:11]3[CH2:10][C@@H:9]3[C@@H:19]2[CH2:20][C@H:6]([NH:5][C:4](=[O:26])[N:3]([CH2:27][CH3:28])[CH2:1][CH3:2])[CH2:7][N:8]3[CH3:25])=[CH:15][CH:16]=1)#[N:24] |f:2.3|. Procedure details: 383 mg of [8α-(3,3-diethylureido)-6-methylergolin-12-yl]carboxylic acid amide (1 mmol) is dissolved in 25 ml of chloroform, 3 ml of phosphorus oxychloride is added thereto, and the mixture is agitated for 16 hours at 55° C. The mixture is poured on ice, allowed to stand for 30 minutes, then made alkaline with 1N potassium hydroxide solution, and extracted with methylene chloride. The organic phase is dried with sodium sulfate and evaporated. The residue is crystallized from ethyl acetate in a 43... Starting materials: COC(=O)C1Cc2cccc(Br)c2C1, CCCC[Sn](CCCC)(CCCC)c1ccccc1, CN1CCCC1=O, ClC(Cl)Cl, [F-], [K+], O=C(C=Cc1ccccc1)C=Cc1ccccc1, O=C(C=Cc1ccccc1)C=Cc1ccccc1, O=C(C=Cc1ccccc1)C=Cc1ccccc1, [Pd], [Pd], c1coc(P(c2ccco2)c2ccco2)c1. Yields the product COC(=O)C1Cc2cccc(-c3ccccc3)c2C1. RXN SMILES: [Br:1][c:2]1[c:3]2[c:7]([cH:8][cH:9][cH:10]1)[CH2:6][CH:5]([C:11](=[O:12])[O:13][CH3:14])[CH2:4]2.[CH2:15]([Sn:16]([CH2:17][CH2:18][CH2:19][CH3:26])([c:20]1[cH:21][cH:22][cH:23][cH:24][cH:25]1)[CH2:27][CH2:28][CH2:29][CH3:30])[CH2:31][CH2:32][CH3:33].[CH3:52][N:53]1[CH2:54][CH2:55][CH2:56][C:57]1=[O:58].[CH:115]([Cl:116])([Cl:117])[Cl:118].[F-:50].[K+:51].[O:61]=[C:62]([CH:63]=[CH:64][c:65]1[cH:66][cH:67][cH:68][cH:69][cH:70]1)[CH:71]=[CH:72][c:73]1[cH:74][cH:75][cH:76][cH:77][cH:78]1.[O:79]=[C:80]([CH:81]=[CH:82][c:83]1[cH:84][cH:85][cH:86][cH:87][cH:88]1)[CH:89]=[CH:90][c:91]1[cH:92][cH:93][cH:94][cH:95][cH:96]1.[O:97]=[C:98]([CH:99]=[CH:100][c:101]1[cH:102][cH:103][cH:104][cH:105][cH:106]1)[CH:107]=[CH:108][c:109]1[cH:110][cH:111][cH:112][cH:113][cH:114]1.[Pd:59].[Pd:60].[o:34]1[cH:35][cH:36][cH:37][c:38]1[P:39]([c:40]1[o:41][cH:42][cH:43][cH:44]1)[c:45]1[o:46][cH:47][cH:48][cH:49]1>>[c:2]1(-[c:20]2[cH:21][cH:22][cH:23][cH:24][cH:25]2)[c:3]2[c:7]([cH:8][cH:9][cH:10]1)[CH2:6][CH:5]([C:11](=[O:12])[O:13][CH3:14])[CH2:4]2.